Dataset: the Open Reaction Database (ORD), a public repository of structured organic reaction records. Task: describe an organic reaction: reactants, conditions, products, and yield Starting materials: CN(C1=CC=C(C=C1)C1(OC(=O)C2=CC=CC=C12)C1=CC=C(C=C1)N(C)C)C (3,3-Bis-(p-dimethylaminophenyl)phthalide), CN(C1=CC=C(C=C1)C1(OC(=O)C2=CC(=CC=C12)OC)C1=CC=C(C=C1)N(C)C)C (3,3-bis-(p-dimethylaminophenyl)-6-methoxyphthalide), 4-hydroxy-4'-dimethylaminotriphenylmethane lactone, CN(C1=CC=C(C=C1)C1(OC(=O)C2=CC(=CC=C12)N(C)C)C1=CC=C(C=C1)N(C)C)C (3,3-bis-(p-dimethylaminophenyl)-6-dimethylaminophthalide), CN(C1=CC=C(C=C1)C1(OC(=O)C2=CC(=CC=C12)N(CC)CC)C1=CC=C(C=C1)N(C)C)C (3,3-bis-(p-dimethylaminophenyl)-6-diethylaminophthalide), 4,4'-bis-dihydroxy-3,3'-bis-diaminotriphenylmethane lactone. The product is C1(=CC=CC=C1)C(C1=CC=CC=C1)C1=CC=CC=C1 (Triphenylmethane). As a reaction SMILES: CN(C)[C:3]1[CH:8]=[CH:7][C:6]([C:9]2([C:19]3[CH:24]=[CH:23][C:22](N(C)C)=[CH:21][CH:20]=3)[C:18]3[C:13](=[CH:14][CH:15]=[CH:16][CH:17]=3)C(=O)O2)=[CH:5][CH:4]=1.CN(C)C1C=CC(C2(C3C=CC(N(C)C)=CC=3)C3C(=CC(N(C)C)=CC=3)C(=O)O2)=CC=1.CN(C)C1C=CC(C2(C3C=CC(N(C)C)=CC=3)C3C(=CC(N(CC)CC)=CC=3)C(=O)O2)=CC=1.CN(C)C1C=CC(C2(C3C=CC(N(C)C)=CC=3)C3C(=CC(OC)=CC=3)C(=O)O2)=CC=1>>[C:6]1([CH:9]([C:18]2[CH:17]=[CH:16][CH:15]=[CH:14][CH:13]=2)[C:19]2[CH:20]=[CH:21][CH:22]=[CH:23][CH:24]=2)[CH:5]=[CH:4][CH:3]=[CH:8][CH:7]=1. Procedure: 3,3-Bis-(p-dimethylaminophenyl)phthalide, 3,3-bis-(p-dimethylaminophenyl)-6-dimethylaminophthalide, 3,3-bis-(p-dimethylaminophenyl)-6-diethylaminophthalide, 3,3-bis-(p-dimethylaminophenyl)-6-methoxyphthalide, 4-hydroxy-4'-dimethylaminotriphenylmethane lactone and 4,4'-bis-dihydroxy-3,3'-bis-diaminotriphenylmethane lactone. Starting materials: O (water), FC=1C=C(C=C(C1)F)C#CC=C1CCNCC1 (4-[3-(3,5-Difluorophenyl)prop-2-ynylidene]piperidine), ClC1=NC(=CC=C1[N+](=O)[O-])OC (2-chloro-6-methoxy-3-nitropyridine), C([O-])([O-])=O.[K+].[K+] (potassium carbonate). Solvent: CN(C(C)=O)C (N,N-dimethylacetamide). The product is FC=1C=C(C=C(C1)F)C#CC=C1CCN(CC1)C1=NC(=CC=C1[N+](=O)[O-])OC (2-{4-[3-(3,5-Difluorophenyl)prop-2-yn-1-ylidene]piperidin-1-yl}-6-methoxy-3-nitropyridine). Yield: 83.6%. RXN SMILES: [F:1][C:2]1[CH:3]=[C:4]([C:9]#[C:10][CH:11]=[C:12]2[CH2:17][CH2:16][NH:15][CH2:14][CH2:13]2)[CH:5]=[C:6]([F:8])[CH:7]=1.Cl[C:19]1[C:24]([N+:25]([O-:27])=[O:26])=[CH:23][CH:22]=[C:21]([O:28][CH3:29])[N:20]=1.C(=O)([O-])[O-].[K+].[K+].O>CN(C)C(=O)C>[F:1][C:2]1[CH:3]=[C:4]([C:9]#[C:10][CH:11]=[C:12]2[CH2:13][CH2:14][N:15]([C:19]3[C:24]([N+:25]([O-:27])=[O:26])=[CH:23][CH:22]=[C:21]([O:28][CH3:29])[N:20]=3)[CH2:16][CH2:17]2)[CH:5]=[C:6]([F:8])[CH:7]=1 |f:2.3.4|. Reported procedure: A solution of Compound 228b (0.046 mg, 0.197 mmol), 2-chloro-6-methoxy-3-nitropyridine (34.6 mg, 0.18 mmol), potassium carbonate (50.3 mg, 0.36 mmol) in N,N-dimethylacetamide was heated in a microwave oven at 165° C. for 3 min. Afterwards, the reaction mixture was cooled, poured into water and extracted with EtOAc. The combined organic layers were washed with brine, dried on Na2SO4 and evaporated to dryness in vacuo to afford a residue, which was purified by flash chromatography (EtOAc—Petroleum...